This data is from the Open Reaction Database (ORD), a public repository of structured organic reaction records. The task is: describe an organic reaction: reactants, conditions, products, and yield Starting materials: C(N)(=O)C=1N=C2N(CCOC3=C2C=C(C(=C3)F)C#CC(C)(C)O)C1C(=O)O (2-Carbamoyl-9-fluoro-10-(3-hydroxy-3-methyl-but-1-ynyl)-5,6-dihydroimidazo[1,2-d][1,4]benzoxazepine-3-carboxylic acid), O1CC(C1)N (3-oxetanamine). Yields the product FC1=CC2=C(C=3N(CCO2)C(=C(N3)C(=O)N)CO)C=C1C#CC(C)(C)O (9-fluoro-3-(hydroxymethyl)-10-(3-hydroxy-3-methyl-but-1-ynyl)-5,6-dihydroimidazo[1,2-d][1,4]benzoxazepine-2-carboxamide). Yield: 20.7%. Reaction SMILES: [C:1]([C:4]1[N:5]=[C:6]2[C:12]3[CH:13]=[C:14]([C:18]#[C:19][C:20]([OH:23])([CH3:22])[CH3:21])[C:15]([F:17])=[CH:16][C:11]=3[O:10][CH2:9][CH2:8][N:7]2[C:24]=1[C:25](O)=[O:26])(=[O:3])[NH2:2].O1CC(N)C1>>[F:17][C:15]1[C:14]([C:18]#[C:19][C:20]([OH:23])([CH3:21])[CH3:22])=[CH:13][C:12]2[C:6]3[N:7]([C:24]([CH2:25][OH:26])=[C:4]([C:1]([NH2:2])=[O:3])[N:5]=3)[CH2:8][CH2:9][O:10][C:11]=2[CH:16]=1. Reported procedure: 2-Carbamoyl-9-fluoro-10-(3-hydroxy-3-methyl-but-1-ynyl)-5,6-dihydroimidazo[1,2-d][1,4]benzoxazepine-3-carboxylic acid (0.09 g) was reacted with 3-oxetanamine, 3-methyl similar to as described in Example 2 to afford 17.9 mg of 9-fluoro-3-(hydroxymethyl)-10-(3-hydroxy-3-methyl-but-1-ynyl)-5,6-dihydroimidazo[1,2-d][1,4]benzoxazepine-2-carboxamide following reverse phase hplc purification. MS (Q1) 443 (M)+. 1H NMR (400 MHz, DMSO) δ 11.84 (s, 1H), 8.62 (d, J=8.4 Hz, 1H), 8.44 (s, 1H), 7.93 (s, 1H), 7... Reactants: CC(c1nc2c([nH]1)CCN(C(=O)OCc1ccccc1)C2)c1nc2ccc(C(=O)O)cc2n1C, ClCCCl, CCN(C(C)C)C(C)C, COC(=O)c1ccccc1OCCN, CN(C)C=O, On1nnc2ccccc21. The product is COC(=O)c1ccccc1OCCNC(=O)c1ccc2nc(C(C)c3nc4c([nH]3)CCN(C(=O)OCc3ccccc3)C4)n(C)c2c1. RXN SMILES: [CH2:1]([c:2]1[cH:3][cH:4][cH:5][cH:6][cH:7]1)[O:8][C:9](=[O:10])[N:11]1[CH2:12][c:13]2[c:14]([nH:17][c:18]([CH:20]([CH3:21])[c:22]3[n:23]([CH3:34])[c:24]4[c:25]([n:26]3)[cH:27][cH:28][c:29]([C:31](=[O:32])[OH:33])[cH:30]4)[n:19]2)[CH2:15][CH2:16]1.[CH2:68]([Cl:69])[CH2:70][Cl:71].[CH:59]([N:60]([CH2:61][CH3:62])[CH:63]([CH3:64])[CH3:65])([CH3:66])[CH3:67].[NH2:35][CH2:36][CH2:37][O:38][c:39]1[c:40]([C:41](=[O:42])[O:43][CH3:44])[cH:45][cH:46][cH:47][cH:48]1.[O:72]=[CH:73][N:74]([CH3:75])[CH3:76].[OH:49][n:50]1[c:51]2[c:52]([cH:53][cH:54][cH:55][cH:56]2)[n:57][n:58]1>>[CH2:1]([c:2]1[cH:3][cH:4][cH:5][cH:6][cH:7]1)[O:8][C:9](=[O:10])[N:11]1[CH2:12][c:13]2[c:14]([nH:17][c:18]([CH:20]([CH3:21])[c:22]3[n:23]([CH3:34])[c:24]4[c:25]([n:26]3)[cH:27][cH:28][c:29]([C:31](=[O:32])[NH:35][CH2:36][CH2:37][O:38][c:39]3[c:40]([C:41](=[O:42])[O:43][CH3:44])[cH:45][cH:46][cH:47][cH:48]3)[cH:30]4)[n:19]2)[CH2:15][CH2:16]1. The reactants are C=CCOC(=O)Cc1ccc(-c2ccc(OCc3ccc(C(F)(F)F)c(OCC=C)c3C(=O)O)cc2)cc1, CC(C)O, CCOC(=O)N=NC(=O)OCC, C1CCOC1, c1ccc(P(c2ccccc2)c2ccccc2)cc1. Yields the product C=CCOC(=O)Cc1ccc(-c2ccc(OCc3ccc(C(F)(F)F)c(OCC=C)c3C(=O)OC(C)C)cc2)cc1. Reaction SMILES: [CH2:13]([CH:14]=[CH2:15])[O:16][c:17]1[c:18]([C:19](=[O:20])[OH:21])[c:22]([CH2:30][O:31][c:32]2[cH:33][cH:34][c:35](-[c:38]3[cH:39][cH:40][c:41]([CH2:44][C:45](=[O:46])[O:47][CH2:48][CH:49]=[CH2:50])[cH:42][cH:43]3)[cH:36][cH:37]2)[cH:23][cH:24][c:25]1[C:26]([F:27])([F:28])[F:29].[CH3:51][CH:52]([CH3:53])[OH:54].[O:1]=[C:2]([O:3][CH2:4][CH3:5])[N:6]=[N:7][C:8]([O:9][CH2:10][CH3:11])=[O:12].[O:74]1[CH2:75][CH2:76][CH2:77][CH2:78]1.[c:55]1([P:56]([c:57]2[cH:58][cH:59][cH:60][cH:61][cH:62]2)[c:63]2[cH:64][cH:65][cH:66][cH:67][cH:68]2)[cH:69][cH:70][cH:71][cH:72][cH:73]1>>[CH2:13]([CH:14]=[CH2:15])[O:16][c:17]1[c:18]([C:19](=[O:20])[O:21][CH:52]([CH3:51])[CH3:53])[c:22]([CH2:30][O:31][c:32]2[cH:33][cH:34][c:35](-[c:38]3[cH:39][cH:40][c:41]([CH2:44][C:45](=[O:46])[O:47][CH2:48][CH:49]=[CH2:50])[cH:42][cH:43]3)[cH:36][cH:37]2)[cH:23][cH:24][c:25]1[C:26]([F:27])([F:28])[F:29]. The reactants are CCOC(=O)[C@@H]1N(C(CC1)=O)C(=O)OC(C)(C)C ((R)-5-oxopyrrolidine-1,2-dicarboxylic acid 1-tert-butyl ester 2-ethyl ester), FC=1C=C(C=C(C1)F)[Mg]Br (3,5-difluorophenylmagnesium bromide), O (Water). Solvent: O1CCCC1 (tetrahydrofuran). Reaction conditions: time 1 hour. Product: C(C)(C)(C)OC(=O)N[C@@H](C(=O)OCC)CCC(=O)C1=CC(=CC(=C1)F)F (ethyl (R)-2-tert-butoxycarbonylamino-5-(3,5-difluorophenyl)-5-oxopentanoate). Reaction SMILES: [CH3:1][CH2:2][O:3][C:4]([C@H:6]1[CH2:10][CH2:9][C:8](=[O:11])[N:7]1[C:12]([O:14][C:15]([CH3:18])([CH3:17])[CH3:16])=[O:13])=[O:5].O.[F:20][C:21]1[CH:22]=[C:23]([Mg]Br)[CH:24]=[C:25]([F:27])[CH:26]=1>O1CCCC1>[C:15]([O:14][C:12]([NH:7][C@H:6]([CH2:10][CH2:9][C:8]([C:23]1[CH:22]=[C:21]([F:20])[CH:26]=[C:25]([F:27])[CH:24]=1)=[O:11])[C:4]([O:3][CH2:2][CH3:1])=[O:5])=[O:13])([CH3:18])([CH3:17])[CH3:16]. Reported procedure: To a solution of (R)-5-oxopyrrolidine-1,2-dicarboxylic acid 1-tert-butyl ester 2-ethyl ester (3.0 g) in tetrahydrofuran (70 mL), 3,5-difluorophenylmagnesium bromide (0.5 M solution in tetrahydrofuran; 25.7 mL) was added dropwise at −40° C. over 10 minutes, and the reaction solution was stirred at −40° C. to 0° C. for one hour. Water was added to the solution in small portions at 0° C., followed by extraction with ethyl acetate. The extract was washed with brine, dried over anhydrous magnesium su... Reactants: OCC=1C=C(C=NC1)C=1N(C2=CC=CC=C2C1C#N)C (2-(5-Hydroxymethyl-pyridin-3-yl)-1-methyl-1H-indole-3-carbonitrile), C1(C=2C(C(N1)=O)=CC=CC2)=O (phthalimide), N(=NC(=O)N1CCCCC1)C(=O)N1CCCCC1 (1,1′-(azodicarbonyl)dipiperidine), C(CCC)P(CCCC)CCCC (tributylphosphine). The solvent is C1CCOC1 (THF). Run at time 8 hour. Yields the product O=C1N(C(C2=CC=CC=C12)=O)CC=1C=C(C=NC1)C=1N(C2=CC=CC=C2C1C#N)C (2-[5-(1,3-dioxo-1,3-dihydro-isoindol-2-ylmethyl)-pyridin-3-yl]-1-methyl-1H-indole-3-carbonitrile). As a reaction SMILES: O[CH2:2][C:3]1[CH:4]=[C:5]([C:9]2[N:10]([CH3:20])[C:11]3[C:16]([C:17]=2[C:18]#[N:19])=[CH:15][CH:14]=[CH:13][CH:12]=3)[CH:6]=[N:7][CH:8]=1.[C:21]1(=[O:31])[NH:25][C:24](=[O:26])[C:23]2=[CH:27][CH:28]=[CH:29][CH:30]=[C:22]12.N(C(N1CCCCC1)=O)=NC(N1CCCCC1)=O.C(P(CCCC)CCCC)CCC>C1COCC1>[O:26]=[C:24]1[C:23]2[C:22](=[CH:30][CH:29]=[CH:28][CH:27]=2)[C:21](=[O:31])[N:25]1[CH2:2][C:3]1[CH:4]=[C:5]([C:9]2[N:10]([CH3:20])[C:11]3[C:16]([C:17]=2[C:18]#[N:19])=[CH:15][CH:14]=[CH:13][CH:12]=3)[CH:6]=[N:7][CH:8]=1. Procedure details: To a solution of 2-(5-hydroxymethyl-pyridin-3-yl)-1-methyl-1H-indole-3-carbonitrile (Example 220, 190 mg, 0.72 mmol) in THF (5 mL) are added sequentially phthalimide (116 mg, 0.79 mmol), 1,1′-(azodicarbonyl)dipiperidine (346 mg, 1.37 mmol) and tributylphosphine (277 mg, 1.37 mmol). The mixture is stirred at room temperature overnight. The mixture is then concentrated in vacuo and the residue is purified by silica gel flash chromatography (heptane-ethyl acetate, 1:0 to 0:1) to give 2-[5-(1,3-diox... Reaction conditions: time 3 hour. Starting materials: ClC1=CC(=CC=C1)C(=O)OO (3-chloroperbenzoic acid), COC1=CC=C(C=C1)C=1N=C(NC1C1=CC=C(C=C1)OC)SC1=CC=CC=C1 (4,5-bis(4-methoxyphenyl)-2-phenylthioimidazole). The solvent is ClCCl (dichloromethane), ClCCl (dichloromethane). As a reaction SMILES: ClC1C=CC=C(C(OO)=[O:9])C=1.[CH3:12][O:13][C:14]1[CH:19]=[CH:18][C:17]([C:20]2[N:21]=[C:22]([S:33][C:34]3[CH:39]=[CH:38][CH:37]=[CH:36][CH:35]=3)[NH:23][C:24]=2[C:25]2[CH:30]=[CH:29][C:28]([O:31][CH3:32])=[CH:27][CH:26]=2)=[CH:16][CH:15]=1>ClCCl>[CH3:12][O:13][C:14]1[CH:15]=[CH:16][C:17]([C:20]2[N:21]=[C:22]([S:33]([C:34]3[CH:39]=[CH:38][CH:37]=[CH:36][CH:35]=3)=[O:9])[NH:23][C:24]=2[C:25]2[CH:30]=[CH:29][C:28]([O:31][CH3:32])=[CH:27][CH:26]=2)=[CH:18][CH:19]=1. Yields the product COC1=CC=C(C=C1)C=1N=C(NC1C1=CC=C(C=C1)OC)S(=O)C1=CC=CC=C1 (4,5-bis(4-methoxyphenyl)-2-phenylsulfinylimidazole). Isolated yield 83.0%. Procedure: A solution of 2.164 g of 3-chloroperbenzoic acid (80%) in 150 ml of dichloromethane is added dropwise to a solution of 3.89 g of 4,5-bis(4-methoxyphenyl)-2-phenylthioimidazole in 100 ml of dichloromethane. The mixture is stirred for 3 hours at room temperature, the solution is washed with sodium bicarbonate solution, dried over sodium sulfate, and concentrated to dryness under vacuum. The residue is crystallized from ether/hexane. Recrystallization from ether/hexane yields 3.36 g of 4,5-bis(4-me... The reactants are CN1CCN(c2cc(-c3ccc4c(c3)CNCC4)nc(N)n2)CC1, Cl, CC(C)C(C)N=C=O. Yields the product CC(C)C(C)NC(=O)N1CCc2ccc(-c3cc(N4CCN(C)CC4)nc(N)n3)cc2C1. Reaction SMILES: [CH3:9][N:10]1[CH2:11][CH2:12][N:13]([c:16]2[n:17][c:18]([NH2:32])[n:19][c:20](-[c:22]3[cH:23][cH:24][c:25]4[c:30]([cH:31]3)[CH2:29][NH:28][CH2:27][CH2:26]4)[cH:21]2)[CH2:14][CH2:15]1.[ClH:33].[N:1](=[C:2]=[O:3])[CH:4]([CH3:5])[CH:6]([CH3:7])[CH3:8]>>[NH:1]([C:2](=[O:3])[N:28]1[CH2:27][CH2:26][c:25]2[cH:24][cH:23][c:22](-[c:20]3[n:19][c:18]([NH2:32])[n:17][c:16]([N:13]4[CH2:12][CH2:11][N:10]([CH3:9])[CH2:15][CH2:14]4)[cH:21]3)[cH:31][c:30]2[CH2:29]1)[CH:4]([CH3:5])[CH:6]([CH3:7])[CH3:8]. The reactants are C(#N)CC(OP(Cl)Cl)C(C)(C)C (2-cyano-1-tert-butylethoxydichlorophosphine), C[Si](C)(C)C=1NC=C(N1)C (trimethylsilyl-4-methylimidazole). Solvent: C1(=CC=CC=C1)C (toluene). Run at time 5 minute. Product: C(#N)CC(OP(C=1NC=C(N1)C)C=1NC=C(N1)C)C(C)(C)C (2-cyano-1-tert-butylethoxybis(4-methylimidazolyl)phosphine). As a reaction SMILES: [C:1]([CH2:3][CH:4]([C:9]([CH3:12])([CH3:11])[CH3:10])[O:5][P:6](Cl)Cl)#[N:2].C[Si]([C:17]1[NH:18][CH:19]=[C:20]([CH3:22])[N:21]=1)(C)C>C1(C)C=CC=CC=1>[C:1]([CH2:3][CH:4]([C:9]([CH3:12])([CH3:11])[CH3:10])[O:5][P:6]([C:17]1[NH:18][CH:19]=[C:20]([CH3:22])[N:21]=1)[C:17]1[NH:18][CH:19]=[C:20]([CH3:22])[N:21]=1)#[N:2]. Reported procedure: To toluene (5 ml) there were added 0.332 g (1.46 mmol) of 2-cyano-1-tert-butylethoxydichlorophosphine and 0.495 g (3.21 mmol) of trimethylsilyl-4-methylimidazole under an argon atmosphere at room temperature, and reaction was conducted for 5 minutes. After by-product chlorotrimethylsilane and toluene were removed under reduced pressure for 10 minutes at room temperature, the residual toluene and excess trimethylsilyl-4-methylimidazole were removed under reduced pressure for 2 hours at 40° C. to ... Starting materials: C(=O)(O)[C@@H](C\C=C\C1=CC=CC=C1)[C@H](C(=O)NN(C([C@H](NC(=O)OCC1C2=CC=CC=C2C=2C=CC=CC12)C)=O)CC(C)C)CC(C)C ((E)-2(R)-[1(S)-(carboxy)-4-phenyl-3-butenyl]-2′-isobutyl-2′-[N-(9-fluorenylmethoxycarbonyl)-D-alanyl]-4-methylvalerohydrazide), O1C(CCCC1)ON (O-(tetrahydro-2H-pyran-2(RS)-yl)hydroxylamine), Cl.C(C)N=C=NCCCN(C)C (1-ethyl-3-(3-dimethylaminopropyl)carbodiimide hydrochloride). Solvent: CN(C=O)C (dimethylformamide), C(C)(=O)OCC (ethyl acetate). Reaction conditions: time 8 hour. Product: C(C(C)C)N(NC(CCC(C)C)=O)C([C@H](NC(=O)OCC1C2=CC=CC=C2C=2C=CC=CC12)C)=O (2′-isobutyl-2′-[N-(9-fluorenylmethoxycarbonyl)-D-alanyl]-4-methylvalerohydrazide). RXN SMILES: C([C@H]([C@@H:14]([CH2:45][CH:46]([CH3:48])[CH3:47])[C:15]([NH:17][N:18]([CH2:41][CH:42]([CH3:44])[CH3:43])[C:19](=[O:40])[C@@H:20]([CH3:39])[NH:21][C:22]([O:24][CH2:25][CH:26]1[C:38]2[CH:37]=[CH:36][CH:35]=[CH:34][C:33]=2[C:32]2[C:27]1=[CH:28][CH:29]=[CH:30][CH:31]=2)=[O:23])=[O:16])C/C=C/C1C=CC=CC=1)(O)=O.O1CCCCC1ON.Cl.C(N=C=NCCCN(C)C)C>CN(C)C=O.C(OCC)(=O)C>[CH2:41]([N:18]([C:19](=[O:40])[C@@H:20]([CH3:39])[NH:21][C:22]([O:24][CH2:25][CH:26]1[C:38]2[CH:37]=[CH:36][CH:35]=[CH:34][C:33]=2[C:32]2[C:27]1=[CH:28][CH:29]=[CH:30][CH:31]=2)=[O:23])[NH:17][C:15](=[O:16])[CH2:14][CH2:45][CH:46]([CH3:48])[CH3:47])[CH:42]([CH3:43])[CH3:44] |f:2.3|. Procedure: A solution of 1.85 g of (E)-2(R)-[1(S)-(carboxy)-4-phenyl-3-butenyl]-2′-isobutyl-2′-[N-(9-fluorenylmethoxycarbonyl)-D-alanyl]-4-methylvalerohydrazide in 3 ml of dimethylformamide was treated with 0.60 g of O-(tetrahydro-2H-pyran-2(RS)-yl)hydroxylamine and 0.54 g of 1-ethyl-3-(3-dimethylaminopropyl)carbodiimide hydrochloride. The mixture was stirred overnight at room temperature and then diluted with ethyl acetate and washed with 5% aqueous citric acid, 5% aqueous sodium hydrogen carbonate and br...